This data is from the Open Reaction Database (ORD), a public repository of structured organic reaction records. The task is: describe an organic reaction: reactants, conditions, products, and yield RXN SMILES: [CH3:1][O:2][C:3](=[O:4])[c:5]1[cH:6][c:7]([CH2:11][CH2:12][CH2:13][OH:14])[cH:8][cH:9][cH:10]1.[O:15]=[Cr:16](=[O:17])=[O:18].[cH:19]1[cH:20][cH:21][n:22][cH:23][cH:24]1>>[CH3:1][O:2][C:3](=[O:4])[c:5]1[cH:6][c:7]([CH2:11][CH2:12][CH:13]=[O:14])[cH:8][cH:9][cH:10]1. Starting materials: COC(=O)c1cccc(CCCO)c1, O=[Cr](=O)=O, c1ccncc1. The product is COC(=O)c1cccc(CCC=O)c1.